Dataset: the Open Reaction Database (ORD), a public repository of structured organic reaction records. Task: describe an organic reaction: reactants, conditions, products, and yield Starting materials: C(C1=CC=CC=C1)OCC(CCCC1(C(CCC(CBr)=O)O1)C)C (11-benzyloxy-1-bromo-6,10-dimethyl-5,6-epoxy-undecan-2-one), O([Si](C1=CC=CC=C1)(C1=CC=CC=C1)C(C)(C)C)CC(CCCC(=CCCC(CBr)=O)C)C (11-t-butyldiphenylsiloxy-1-bromo-6,10 -dimethyl-2-oxo-undec-5-ene). Yields the product O([Si](C1=CC=CC=C1)(C1=CC=CC=C1)C(C)(C)C)CC(CCCC1(C(CCC(CBr)=O)O1)C)C (11-t-butyldiphenylsiloxy-1-bromo-6,10-dimethyl-5,6-epoxy-undecan-2-one). Reaction SMILES: C([O:8][CH2:9][CH:10]([CH3:24])[CH2:11][CH2:12][CH2:13][C:14]1([CH3:23])[O:22][CH:15]1[CH2:16][CH2:17][C:18](=[O:21])[CH2:19][Br:20])C1C=CC=CC=1.O(CC(C)CCCC(C)=CCCC(=O)CBr)[Si:26]([C:39]([CH3:42])([CH3:41])[CH3:40])([C:33]1[CH:38]=[CH:37][CH:36]=[CH:35][CH:34]=1)[C:27]1[CH:32]=[CH:31][CH:30]=[CH:29][CH:28]=1>>[O:8]([CH2:9][CH:10]([CH3:24])[CH2:11][CH2:12][CH2:13][C:14]1([CH3:23])[O:22][CH:15]1[CH2:16][CH2:17][C:18](=[O:21])[CH2:19][Br:20])[Si:26]([C:39]([CH3:42])([CH3:41])[CH3:40])([C:33]1[CH:34]=[CH:35][CH:36]=[CH:37][CH:38]=1)[C:27]1[CH:32]=[CH:31][CH:30]=[CH:29][CH:28]=1. Procedure: Following the procedure for the preparaton of 11-benzyloxy-1-bromo-6,10-dimethyl-5,6-epoxy-undecan-2-one, but employing 11-t-butyldiphenylsiloxy-1-bromo-6,10 -dimethyl-2-oxo-undec-5-ene (1.6 g) in place of 11-benzyloxy-1-bromo-6,10-dimethyl-2-oxo-undec-5-one, 11-t-butyldiphenylsiloxy-1-bromo-6,10-dimethyl-5,6-epoxy-undecan-2-one (1.3 g) is obtained as a yellow oil: